This data is from the Open Reaction Database (ORD), a public repository of structured organic reaction records. The task is: describe an organic reaction: reactants, conditions, products, and yield Starting materials: BrC(C(C(=O)O)=O)C1=CC=CC=C1 (3-bromo-2-oxo-3-phenylpropanoic acid), CC1=NN2C(SC=C2)=C1C(N)=S (6-methylpyrazolo[5,1-b][1,3]thiazole-7-carbothioamide). Run in CCO (EtOH). Conditions: temperature 50 celsius, time 1 hour. Yields the product CC1=NN2C(SC=C2)=C1C=1SC(=C(N1)C(=O)O)C1=CC=CC=C1 (2-(6-methylpyrazolo[5,1-b][1,3]thiazol-7-yl)-5-phenyl-1,3-thiazole-4-carboxylic acid). The yield is 96.1%. Reaction SMILES: Br[CH:2]([C:8]1[CH:13]=[CH:12][CH:11]=[CH:10][CH:9]=1)[C:3](=O)[C:4]([OH:6])=[O:5].[CH3:14][C:15]1[C:22]([C:23](=[S:25])[NH2:24])=[C:18]2[S:19][CH:20]=[CH:21][N:17]2[N:16]=1>CCO>[CH3:14][C:15]1[C:22]([C:23]2[S:25][C:2]([C:8]3[CH:13]=[CH:12][CH:11]=[CH:10][CH:9]=3)=[C:3]([C:4]([OH:6])=[O:5])[N:24]=2)=[C:18]2[S:19][CH:20]=[CH:21][N:17]2[N:16]=1. Reported procedure: A mixture of 3-bromo-2-oxo-3-phenylpropanoic acid (197 mg, 1.00 mmol) and 6-methylpyrazolo[5,1-b][1,3]thiazole-7-carbothioamide (267 mg, 1.10 mmol) in EtOH (10 ml) was stirred at 50° C. for 1 h. The reaction mixture was allowed to cool to rt, the resulting precipitate was collected by filtration and then washed with EtOAc to obtain title compound (328 mg, 96%) as a colorless solid. 1H-NMR (DMSO-d6) δ 2.61 (3H, s), 7.43-7.59 (6H, m) 8.31 (1H, d, J=4.2 Hz), 12.99 (1H, br s).